From a dataset of the Open Reaction Database (ORD), a public repository of structured organic reaction records. describe an organic reaction: reactants, conditions, products, and yield Reaction conditions: time 20 hour. The product is ClC=1C=CC2=C(C(CC3=C(S2=O)C=C(C(=C3)OC)OC)N3CCN(CC3)C)C1 (8-Chloro-2,3-dimethoxy-10-(4-methylpiperazino)-10,11-dihydrodibenzo(b,f)thiepine-5-oxide). As a reaction SMILES: [CH3:1][S:2]([OH:5])(=O)=O.CS(O)(=O)=O.[Cl:11][C:12]1[CH:13]=[CH:14]C2S[C:20]3[CH:22]=[C:23]([O:28][CH3:29])[C:24]([O:26][CH3:27])=[CH:25][C:19]=3[CH2:18][CH:17]([N:30]3[CH2:35][CH2:34][N:33]([CH3:36])[CH2:32][CH2:31]3)[C:16]=2[CH:37]=1.OO.[OH-].[NH4+]>O>[Cl:11][C:12]1[CH:13]=[CH:14][C:1]2[S:2](=[O:5])[C:20]3[CH:22]=[C:23]([O:28][CH3:29])[C:24]([O:26][CH3:27])=[CH:25][C:19]=3[CH2:18][CH:17]([N:30]3[CH2:35][CH2:34][N:33]([CH3:36])[CH2:32][CH2:31]3)[C:16]=2[CH:37]=1 |f:0.1.2,4.5|. The reactants are CS(=O)(=O)O.CS(=O)(=O)O.ClC=1C=CC2=C(C(CC3=C(S2)C=C(C(=C3)OC)OC)N3CCN(CC3)C)C1 (8-chloro-2,3-dimethoxy-10-(4-methylpiperazino)-10,11-dihydrodibenzo(b,f)thiepine dimethanesulfonate), OO (hydrogen peroxide), [OH-].[NH4+] (ammonium hydroxide). Reported procedure: A solution of 8-chloro-2,3-dimethoxy-10-(4-methylpiperazino)-10,11-dihydrodibenzo(b,f)thiepine dimethanesulfonate (8.5 g) (see Example 4) in water (50 ml) was treated with 30% hydrogen peroxide (16 ml) and the mixture allowed to stand for 20 hours at room temperature. Addition of ammonium hydroxide liberated the base which was extracted with benzene. The extract affords an oily residue which crystallized from a mixture of benzene-light petroleum, m.p. 178°-179° C., yield 3.70 g of the desired ba... Solvent: O (water). Starting materials: O1CCC(CC1)NC1=NC=CC(=N1)C1=CC(NC=C1)=O (4-(2-(Tetrahydro-2H-pyran-4-ylamino)pyrimidin-4-yl)pyridin-2(1H)-one), C(=O)([O-])[O-].[K+].[K+] (K2CO3), C(C)(C)(C)[Si](C)(C)OC1(OC1)C1=CC(=C(C=C1)Cl)F (tert-butyl (2-(4-chloro-3-fluorophenyl)oxiran-2-yloxy)dimethylsilane). Solvent: CN(C)C=O (DMF), O (H2O). Conditions: temperature 80 celsius, time 8 hour. Product: ClC1=C(C=C(C=C1)C(CN1C(C=C(C=C1)C1=NC(=NC=C1)NC1CCOCC1)=O)(CO)O)F (1-(2-(4-chloro-3-fluorophenyl)-2,3-dihydroxypropyl)-4-(2-((tetrahydro-2H-pyran-4-yl)amino)pyrimidin-4-yl)pyridine-2(1H)-one). The yield is 29.5%. RXN SMILES: [O:1]1[CH2:6][CH2:5][CH:4]([NH:7][C:8]2[N:13]=[C:12]([C:14]3[CH:19]=[CH:18][NH:17][C:16](=[O:20])[CH:15]=3)[CH:11]=[CH:10][N:9]=2)[CH2:3][CH2:2]1.[C:21]([O-])([O-])=O.[K+].[K+].C([Si]([O:34][C:35]1([C:38]2[CH:43]=[CH:42][C:41]([Cl:44])=[C:40]([F:45])[CH:39]=2)[CH2:37][O:36]1)(C)C)(C)(C)C>CN(C=O)C.O>[Cl:44][C:41]1[CH:42]=[CH:43][C:38]([C:35]([OH:34])([CH2:37][OH:36])[CH2:21][N:17]2[CH:18]=[CH:19][C:14]([C:12]3[CH:11]=[CH:10][N:9]=[C:8]([NH:7][CH:4]4[CH2:5][CH2:6][O:1][CH2:2][CH2:3]4)[N:13]=3)=[CH:15][C:16]2=[O:20])=[CH:39][C:40]=1[F:45] |f:1.2.3|. Procedure: 4-(2-(Tetrahydro-2H-pyran-4-ylamino)pyrimidin-4-yl)pyridin-2(1H)-one (136 mg, 0.500 mmol) and K2CO3 (248 mg, 1.80 mmol) were added to a solution of tert-butyl (2-(4-chloro-3-fluorophenyl)oxiran-2-yloxy)dimethylsilane (200 mg, 0.600 mmol) in DMF (5.0 mL). After being heated at 80° C. overnight, the mixture was diluted with H2O (50 mL) and extracted with EtOAc (3×100 mL). The organic phases were washed with brine (3×30 mL), dried, and concentrated. The residue was dissolved in CH2Cl2, followed by ... Reactants: N1=C(Cl)N=C(Cl)N=C1Cl (cyanuric chloride), C(O)([O-])=O.[Na+] (sodium hydrogencarbonate), ice water. Solvent: CO (methanol). Reaction conditions: temperature 0 celsius. Yields the product COC1=NC(=NC(=N1)Cl)Cl (2-methoxy-4,6-dichloro-1,3,5-triazine). Reaction SMILES: [C:1](=O)([O-])[OH:2].[Na+].[N:6]1[C:13]([Cl:14])=[N:12][C:10]([Cl:11])=[N:9][C:7]=1Cl>CO>[CH3:1][O:2][C:7]1[N:9]=[C:10]([Cl:11])[N:12]=[C:13]([Cl:14])[N:6]=1 |f:0.1|. Procedure: 7 parts of sodium hydrogencarbonate was added to 50 parts of methanol. This mixture was cooled to 0° C. from outside. Then, 15 parts of cyanuric chloride was added to conduct a reaction for 60 minutes (First condensation). To the reaction mixture was added 100 parts of ice water, and the crystal precipitated was collected by filtration to obtain 2-methoxy-4,6-dichloro-1,3,5-triazine. Reactants: CCOC(=O)C(=O)CCc1ccccc1, CO, [H][H], Cc1ccccc1. Yields the product CCOC(=O)C(O)CCc1ccccc1. As a reaction SMILES: [CH2:1]([CH3:2])[O:3][C:4]([C:5]([CH2:6][CH2:7][c:8]1[cH:9][cH:10][cH:11][cH:12][cH:13]1)=[O:14])=[O:15].[CH3:18][OH:19].[H:16][H:17].[c:20]1([CH3:21])[cH:22][cH:23][cH:24][cH:25][cH:26]1>>[CH2:1]([CH3:2])[O:3][C:4]([CH:5]([CH2:6][CH2:7][c:8]1[cH:9][cH:10][cH:11][cH:12][cH:13]1)[OH:14])=[O:15]. Starting materials: CN(C=O)C (dimethylformamide), C(C)(=O)OCC (ethyl acetate), [H-].[Na+] (sodium hydride), C(C1=CC=CC=C1)OC(=O)NNCCC1=CC=C(C=C1)O (N-benzyloxycarbonylamino-2-(4-hydroxyphenyl)ethylamine), CN(C=O)C (DMF), C(CCC)N(CCCC)CCCCl (N,N-dibutyl-3-chloropropylamine). Run in O (water), C(C)O (ethanol), C(Cl)(Cl)Cl (chloroform), CCCCCC (hexane). Reaction conditions: time 20 minute. Yields the product C(C1=CC=CC=C1)OC(=O)NCCC1=CC=C(C=C1)OCCCN(CCCC)CCCC (N-benzyloxycarbonyl-2-[4-(3-dibutylaminopropyloxy)phenyl]ethylamine). Yield: 63.0%. RXN SMILES: CN(C)C=O.[H-].[Na+].C(OC(N[NH:19][CH2:20][CH2:21][C:22]1[CH:27]=[CH:26][C:25]([OH:28])=[CH:24][CH:23]=1)=O)C1C=CC=CC=1.[CH2:29]([N:33]([CH2:38][CH2:39][CH2:40]Cl)[CH2:34][CH2:35][CH2:36][CH3:37])[CH2:30][CH2:31][CH3:32].[C:42]([O:45][CH2:46][CH3:47])(=[O:44])C>C(O)C.C(Cl)(Cl)Cl.CCCCCC.O>[CH2:46]([O:45][C:42]([NH:19][CH2:20][CH2:21][C:22]1[CH:23]=[CH:24][C:25]([O:28][CH2:40][CH2:39][CH2:38][N:33]([CH2:34][CH2:35][CH2:36][CH3:37])[CH2:29][CH2:30][CH2:31][CH3:32])=[CH:26][CH:27]=1)=[O:44])[C:47]1[CH:24]=[CH:23][CH:22]=[CH:21][CH:20]=1 |f:1.2|. Procedure: Under ice-cooling, to 20 ml of a dimethylformamide (DMF) suspension containing 850 mg of 62% sodium hydride was added little by little 5.4 g of N-benzyloxycarbonylamino-2-(4-hydroxyphenyl)ethylamine, and the mixture was stirred at room temperature for 20 minutes. Then, the mixture was ice-cooled, 10 ml of a DMF solution containing 4.5 g of N,N-dibutyl-3-chloropropylamine was added thereto. Further, after stirring the mixture at room temperature for 24 hours, water was added thereto and the mixtu... The reactants are O=C1CCC(CC1)C1=CC=C(C=C1)N1C(OC(C1)COC)=O ((RS)-3-[4-(4-oxo-cyclohexyl)-phenyl]-5-methoxymethyl-oxazolidin-2-one), [Br-].C(C)(C)[P+](C1=CC=CC=C1)(C1=CC=CC=C1)C1=CC=CC=C1.[NH2-].[Na+] (isopropyl-triphenylphosphonium bromide sodium amide), O (water). Run in O1CCCC1 (tetrahydrofuran), O1CCCC1 (tetrahydrofuran). The product is COCC1CN(C(O1)=O)C1=CC=C(C=C1)C1CCC(CC1)=C(C)C ((RS)-5-Methoxymethyl-3-[4-(4-dimethylmethylene-cyclohexyl)-phenyl]-oxazolidin-2-one). Reaction SMILES: [Br-].[CH:2]([P+](C1C=CC=CC=1)(C1C=CC=CC=1)C1C=CC=CC=1)([CH3:4])[CH3:3].[NH2-].[Na+].O=[C:27]1[CH2:32][CH2:31][CH:30]([C:33]2[CH:38]=[CH:37][C:36]([N:39]3[CH2:43][CH:42]([CH2:44][O:45][CH3:46])[O:41][C:40]3=[O:47])=[CH:35][CH:34]=2)[CH2:29][CH2:28]1.O>O1CCCC1>[CH3:46][O:45][CH2:44][CH:42]1[O:41][C:40](=[O:47])[N:39]([C:36]2[CH:37]=[CH:38][C:33]([CH:30]3[CH2:31][CH2:32][C:27](=[C:2]([CH3:4])[CH3:3])[CH2:28][CH2:29]3)=[CH:34][CH:35]=2)[CH2:43]1 |f:0.1.2.3|. Procedure details: 1.60 g (3.3 mmol) of isopropyl-triphenylphosphonium bromide/sodium amide mixture in 30 ml of tetrahydrofuran were stirred at room temperature for 1 hour. Then, a solution of 1.0 g (3.3 mmol) of (RS)-3-[4-(4-oxo-cyclohexyl)-phenyl]-5-methoxymethyl-oxazolidin-2-one in 25 ml of tetrahydrofuran was added dropwise. After boiling at reflux over the weekend the mixture was poured into 100 ml of water and extracted three times with 50 ml of dichloromethane each time. After chromatography over silica gel... Reactants: OC1CN(CCC1C1=CC=C(C=C1)OCCCOCC1=C(C=CC=C1)OC)C(=O)OCC1=CC=CC=C1 (benzyl 3-hydroxy-4-{4-[3-(2-methoxybenzyloxy)propoxy]phenyl}piperidine-1-carboxylate), ClCC=1C=CC(=C(OCCO[Si](C(C)C)(C(C)C)C(C)C)C1)C ([2-(5-chloromethyl-2-methylphenoxy)ethoxy]triisopropylsilane). Yields the product COC1=C(COCCCOC2=CC=C(C=C2)C2C(CN(CC2)C(=O)OCC2=CC=CC=C2)OCC2=CC(=C(C=C2)C)OCCO[Si](C(C)C)(C(C)C)C(C)C)C=CC=C1 (Benzyl 4-{4-[3-(2-methoxybenzyloxy)propoxy]phenyl}-3-[4-methyl-3-(2-triisopropylsilanyloxyethoxy)benzyloxy]piperidine-1-carboxylate). As a reaction SMILES: [OH:1][CH:2]1[CH:7]([C:8]2[CH:13]=[CH:12][C:11]([O:14][CH2:15][CH2:16][CH2:17][O:18][CH2:19][C:20]3[CH:25]=[CH:24][CH:23]=[CH:22][C:21]=3[O:26][CH3:27])=[CH:10][CH:9]=2)[CH2:6][CH2:5][N:4]([C:28]([O:30][CH2:31][C:32]2[CH:37]=[CH:36][CH:35]=[CH:34][CH:33]=2)=[O:29])[CH2:3]1.Cl[CH2:39][C:40]1[CH:41]=[CH:42][C:43]([CH3:60])=[C:44]([CH:59]=1)[O:45][CH2:46][CH2:47][O:48][Si:49]([CH:56]([CH3:58])[CH3:57])([CH:53]([CH3:55])[CH3:54])[CH:50]([CH3:52])[CH3:51]>>[CH3:27][O:26][C:21]1[CH:22]=[CH:23][CH:24]=[CH:25][C:20]=1[CH2:19][O:18][CH2:17][CH2:16][CH2:15][O:14][C:11]1[CH:12]=[CH:13][C:8]([CH:7]2[CH2:6][CH2:5][N:4]([C:28]([O:30][CH2:31][C:32]3[CH:33]=[CH:34][CH:35]=[CH:36][CH:37]=3)=[O:29])[CH2:3][CH:2]2[O:1][CH2:39][C:40]2[CH:41]=[CH:42][C:43]([CH3:60])=[C:44]([O:45][CH2:46][CH2:47][O:48][Si:49]([CH:53]([CH3:55])[CH3:54])([CH:56]([CH3:58])[CH3:57])[CH:50]([CH3:51])[CH3:52])[CH:59]=2)=[CH:9][CH:10]=1. Procedure: Analogously to Method D, 0.700 g of benzyl 3-hydroxy-4-{4-[3-(2-methoxybenzyloxy)propoxy]phenyl}piperidine-1-carboxylate (Example 10f) and [2-(5-chloromethyl-2-methylphenoxy)ethoxy]triisopropylsilane are reacted. The title compound is obtained as a colourless oil. Rf=0.41 (1:2 EtOAc-heptane); Rt=7.94. The reactants are CCOC(CBr)OCC, C1CCOC1, COC(CO)OC, [H-], [Na+]. Product: CCOC(COCC(OC)OC)OCC. RXN SMILES: [CH2:10]([CH3:11])[O:12][CH:13]([CH2:14][Br:15])[O:16][CH2:17][CH3:18].[CH2:19]1[O:20][CH2:21][CH2:22][CH2:23]1.[CH3:1][O:2][CH:3]([CH2:4][OH:5])[O:6][CH3:7].[H-:9].[Na+:8]>>[CH3:1][O:2][CH:3]([CH2:4][O:5][CH2:14][CH:13]([O:12][CH2:10][CH3:11])[O:16][CH2:17][CH3:18])[O:6][CH3:7].